From a dataset of the Open Reaction Database (ORD), a public repository of structured organic reaction records. describe an organic reaction: reactants, conditions, products, and yield Reactants: C(C(=O)Cl)(=O)Cl (oxalyl chloride), COC=1C=C(C=C(C1OC)OC)C(C(=O)O)=O (3,4,5-trimethoxyphenyl-2-oxoacetic acid). The reagents and catalysts are CN(C=O)C (dimethylformamide). The solvent is C(Cl)Cl (methylene chloride), C(Cl)Cl (methylene chloride). Yields the product COC=1C=C(C=C(C1OC)OC)C(C(=O)Cl)=O (3,4,5-Trimethoxyphenyl-2-oxoacetyl chloride). As a reaction SMILES: [CH3:1][O:2][C:3]1[CH:4]=[C:5]([C:13](=[O:17])[C:14](O)=[O:15])[CH:6]=[C:7]([O:11][CH3:12])[C:8]=1[O:9][CH3:10].C(Cl)(=O)C([Cl:21])=O>C(Cl)Cl.CN(C)C=O>[CH3:1][O:2][C:3]1[CH:4]=[C:5]([C:13](=[O:17])[C:14]([Cl:21])=[O:15])[CH:6]=[C:7]([O:11][CH3:12])[C:8]=1[O:9][CH3:10]. Procedure: A stirred suspension of 3,4,5-trimethoxyphenyl-2-oxoacetic acid (1.60 g, 6.66 mmoles) in dry methylene chloride (26 mL) at room temperature was treated with 2M oxalyl chloride in methylene chloride (14 mL, 4 equiv.) and dry dimethylformamide (1 drop). After 3 h the solvents were evaporated. The residue was flushed with dry methylene chloride (3×50 mL) and dried in vacuo for 2 h during which time a solid formed. The crude acid chloride was carried on without further purification. Procedure details: 4.9 g of 2-(3-oxetan-3-yl-phenyl)-ethanol were dissolved in 30 ml of DCM and 9.5 ml of pyridine were added at room temperature. The mixture was cooled to 0° C. and 6.3 g of p-toluenesulfonyl chloride were added at 0° C. Stirring was continued for 6 h at room temperature. Then the volatiles were evaporated, the residue was dissolved in 100 ml of EA and washed with 100 ml of a saturated aqueous solution of sodium hydrogencarbonate. The aqueous layer was extracted two times with 100 ml each of EA. ... Reaction conditions: temperature 0 celsius, time 6 hour. The yield is 21.9%. Reaction SMILES: [O:1]1[CH2:4][CH:3]([C:5]2[CH:6]=[C:7]([CH2:11][CH2:12][OH:13])[CH:8]=[CH:9][CH:10]=2)[CH2:2]1.N1C=CC=CC=1.[C:20]1([CH3:30])[CH:25]=[CH:24][C:23]([S:26](Cl)(=[O:28])=[O:27])=[CH:22][CH:21]=1>C(Cl)Cl>[O:1]1[CH2:4][CH:3]([C:5]2[CH:6]=[C:7]([CH2:11][CH2:12][O:13][S:26]([C:23]3[CH:24]=[CH:25][C:20]([CH3:30])=[CH:21][CH:22]=3)(=[O:28])=[O:27])[CH:8]=[CH:9][CH:10]=2)[CH2:2]1. Starting materials: N1=CC=CC=C1 (pyridine), O1CC(C1)C=1C=C(C=CC1)CCO (2-(3-oxetan-3-yl-phenyl)-ethanol), C1(=CC=C(C=C1)S(=O)(=O)Cl)C (p-toluenesulfonyl chloride). Solvent: C(Cl)Cl (DCM). Product: O1CC(C1)C=1C=C(C=CC1)CCOS(=O)(=O)C1=CC=C(C=C1)C (Toluene-4-sulfonic acid 2-(3-oxetan-3-yl-phenyl)-ethyl ester). Starting materials: ONC(=N)C1=C2CCC(C2=CC=C1)=NO (4-(N-hydroxyamidino)-2,3-dihydro-1H-inden-1-one oxime), NN1C(=NC(=C1)C1=CC=C(C=C1)C1=CC=CC=C1)N (1,2-diamino-4-(4-biphenylyl)-imidazole), Cl (hydrochloric acid). Run in C(C)(C)O (isopropanol). Conditions: temperature 120 celsius, time 28 hour. The product is Cl.Cl.ONC(=N)C1=C2CCC(C2=CC=C1)=NN1C(=NC(=C1)C1=CC=C(C=C1)C1=CC=CC=C1)N (1-[4-(N-Hydroxyamidino)-2,3-dihydro-1H-inden-1-ylideneamino]-2-amino-4-(4-biphenylyl)-imidazole dihydrochloride). Reaction SMILES: [ClH:1].[OH:2][NH:3][C:4]([C:6]1[CH:14]=[CH:13][CH:12]=[C:11]2[C:7]=1[CH2:8][CH2:9][C:10]2=[N:15]O)=[NH:5].N[N:18]1[CH:22]=[C:21]([C:23]2[CH:28]=[CH:27][C:26]([C:29]3[CH:34]=[CH:33][CH:32]=[CH:31][CH:30]=3)=[CH:25][CH:24]=2)[N:20]=[C:19]1[NH2:35]>C(O)(C)C>[ClH:1].[ClH:1].[OH:2][NH:3][C:4]([C:6]1[CH:14]=[CH:13][CH:12]=[C:11]2[C:7]=1[CH2:8][CH2:9][C:10]2=[N:15][N:18]1[CH:22]=[C:21]([C:23]2[CH:24]=[CH:25][C:26]([C:29]3[CH:34]=[CH:33][CH:32]=[CH:31][CH:30]=3)=[CH:27][CH:28]=2)[N:20]=[C:19]1[NH2:35])=[NH:5] |f:4.5.6|. Procedure details: 20 ml of concentrated hydrochloric acid are added, with stirring, to a mixture of 5.09 g (0.0248 mol) of 4-(N-hydroxyamidino)-2,3-dihydro-1H-inden-1-one oxime, 6.23 g (0.0248 mol) of 1,2-diamino-4-(4-biphenylyl)-imidazole and 70 ml of isopropanol, and the mixture is stirred at 120° C. for 28 hours. Cooling to room temperature, filtration, washing the crystallizate with isopropanol and drying under a high vacuum yield the title compound with a water content of 0.9%, m.p. 284°-285° C. (decomp.), 1... The reactants are COc1cccc(CCCCCCBr)c1OC, O=C([O-])[O-], COC(=O)c1ccc(O)cc1, CC(C)=O, [I-], [K+], [K+], [K+]. Product: COC(=O)c1ccc(OCCCCCCc2cccc(OC)c2OC)cc1. As a reaction SMILES: [Br:1][CH2:2][CH2:3][CH2:4][CH2:5][CH2:6][CH2:7][c:8]1[c:9]([O:16][CH3:17])[c:10]([O:14][CH3:15])[cH:11][cH:12][cH:13]1.[C:29](=[O:30])([O-:31])[O-:32].[CH3:18][O:19][C:20]([c:21]1[cH:22][cH:23][c:24]([OH:27])[cH:25][cH:26]1)=[O:28].[CH3:37][C:38](=[O:39])[CH3:40].[I-:36].[K+:33].[K+:34].[K+:35]>>[CH2:2]([CH2:3][CH2:4][CH2:5][CH2:6][CH2:7][c:8]1[c:9]([O:16][CH3:17])[c:10]([O:14][CH3:15])[cH:11][cH:12][cH:13]1)[O:27][c:24]1[cH:23][cH:22][c:21]([C:20]([O:19][CH3:18])=[O:28])[cH:26][cH:25]1. Starting materials: C(#N)C1=C(C=C(C=C1C)N1CCOCC1)OS(=O)(=O)C(F)(F)F (trifluoro-methanesulfonic acid (2-cyano-3-methyl-5-morpholin-4-yl-phenyl)ester), F[C@H]1CNCC1 ((3R)-3-fluoro-pyrrolidin), C([O-])([O-])=O.[Cs+].[Cs+] (caesium carbonate). The reagents and catalysts are C(C)(=O)[O-].[Pd+2].C(C)(=O)[O-] (palladium(II) acetate), C1(=CC=CC=C1)P(C1=C(C2=CC=CC=C2C=C1)C1=C(C=CC2=CC=CC=C12)P(C1=CC=CC=C1)C1=CC=CC=C1)C1=CC=CC=C1 (2,2′-bis(diphenylphosphino)-1,1′-binaphthyl). The solvent is O1CCCC1 (tetrahydrofuran). Reaction conditions: temperature 90 celsius, time 16 hour. Yields the product F[C@H]1CN(CC1)C1=C(C#N)C(=CC(=C1)N1CCOCC1)C (2-[(3R)-3-fluoro-pyrrolidin-1-yl]-6-methyl-4-morpholin-4-yl-benzonitrile). Yield: 50.8%. Reaction SMILES: [C:1]([C:3]1[C:8]([CH3:9])=[CH:7][C:6]([N:10]2[CH2:15][CH2:14][O:13][CH2:12][CH2:11]2)=[CH:5][C:4]=1OS(C(F)(F)F)(=O)=O)#[N:2].[F:24][C@@H:25]1[CH2:29][CH2:28][NH:27][CH2:26]1.C(=O)([O-])[O-].[Cs+].[Cs+]>O1CCCC1.C([O-])(=O)C.[Pd+2].C([O-])(=O)C.C1(P(C2C=CC=CC=2)C2C=CC3C(=CC=CC=3)C=2C2C3C(=CC=CC=3)C=CC=2P(C2C=CC=CC=2)C2C=CC=CC=2)C=CC=CC=1>[F:24][C@@H:25]1[CH2:29][CH2:28][N:27]([C:4]2[CH:5]=[C:6]([N:10]3[CH2:11][CH2:12][O:13][CH2:14][CH2:15]3)[CH:7]=[C:8]([CH3:9])[C:3]=2[C:1]#[N:2])[CH2:26]1 |f:2.3.4,6.7.8|. Procedure details: A solution of affording trifluoro-methanesulfonic acid (2-cyano-3-methyl-5-morpholin-4-yl-phenyl)ester (0.43 g, 1.22 mmol), (3R)-3-fluoro-pyrrolidin (0.19 g, 1.47 mmol) and caesium carbonate (1.6 g, 4.92 mmol) in tetrahydrofuran (25 ml) is degassed and flushed with Argon for 30 min followed by the addition of palladium(II) acetate (6.0 mg, 0.03 mmol) and 2,2′-bis(diphenylphosphino)-1,1′-binaphthyl (23 mg, 0.04 mmol). The resulting mixture is stirred at 90° C. for 16 h. After completion of the re...